The task is: describe an organic reaction: reactants, conditions, products, and yield. This data is from the Open Reaction Database (ORD), a public repository of structured organic reaction records. The reactants are B, C1CCOC1, COc1cc(CCC(=O)O)cc(OC)c1, CO, C1CCOC1. The product is COc1cc(CCCO)cc(OC)c1. Reaction SMILES: [BH3:21].[CH2:24]1[O:25][CH2:26][CH2:27][CH2:28]1.[CH3:1][O:2][c:3]1[cH:4][c:5]([CH2:11][CH2:12][C:13](=[O:14])[OH:15])[cH:6][c:7]([O:9][CH3:10])[cH:8]1.[CH3:22][OH:23].[O:16]1[CH2:17][CH2:18][CH2:19][CH2:20]1>>[CH3:1][O:2][c:3]1[cH:4][c:5]([CH2:11][CH2:12][CH2:13][OH:14])[cH:6][c:7]([O:9][CH3:10])[cH:8]1. The reactants are N#CC1(c2cc(Br)cc(Br)c2)CC1, C1CCOC1, CCOC(C)=O, [Cl-], [NH4+], CN(C)C=O, O. Product: N#CC1(c2cc(Br)cc(C=O)c2)CC1. Reaction SMILES: [Br:6][c:7]1[cH:8][c:9]([C:14]2([C:17]#[N:18])[CH2:15][CH2:16]2)[cH:10][c:11]([Br:13])[cH:12]1.[CH2:1]1[CH2:3][CH2:2][CH2:4][O:5]1.[CH3:27][CH2:28][O:29][C:30](=[O:31])[CH3:32].[Cl-:24].[NH4+:25].[O:19]=[CH:20][N:21]([CH3:22])[CH3:23].[OH2:26]>>[CH:4](=[O:5])[c:7]1[cH:8][c:9]([C:14]2([C:17]#[N:18])[CH2:15][CH2:16]2)[cH:10][c:11]([Br:13])[cH:12]1. Solvent: [OH-].[K+] (KOH), O (water), O1CCCC1 (tetrahydrofuran), [OH-].[K+] (KOH). Reaction SMILES: C[O:2][C:3]([C:5]1[CH:13]=[C:12]([NH:14][C:15](=[O:25])[CH2:16][CH2:17][CH2:18][CH2:19][CH2:20][CH2:21][CH2:22][CH2:23][CH3:24])[CH:11]=[C:10]2[C:6]=1[CH:7]=[CH:8][NH:9]2)=[O:4].CO>O1CCCC1.[OH-].[K+].O>[C:3]([C:5]1[CH:13]=[C:12]([NH:14][C:15](=[O:25])[CH2:16][CH2:17][CH2:18][CH2:19][CH2:20][CH2:21][CH2:22][CH2:23][CH3:24])[CH:11]=[C:10]2[C:6]=1[CH:7]=[CH:8][NH:9]2)([OH:4])=[O:2] |f:3.4|. Conditions: temperature 80 celsius. Procedure details: Five hundred-fifteen mg of 4-methoxycarbonyl-6-(N-decanoylamino)indole [prepared by the method of Wender et al., PNAS, 83, 4214-4218 (1986)] was dissolved in 60 mL of tetrahydrofuran. This solution was treated with 3 mL of a IN KOH solution in water and also with 5 mL of methanol. The mixture was heated at 80° C. for 32 h. During this period another 2.5 mL of 1N KOH was added in two portions. After cooling the mixture was concentrated in vacuo. The mixture was then diluted with water and acidifi... Starting materials: COC(=O)C1=C2C=CNC2=CC(=C1)NC(CCCCCCCCC)=O (4-methoxycarbonyl-6-(N-decanoylamino)indole), CO (methanol). The product is C(=O)(O)C1=C2C=CNC2=CC(=C1)NC(CCCCCCCCC)=O (4-carboxy-6-(N-decanoylamino)indole). The yield is 60.7%.